From a dataset of the Open Reaction Database (ORD), a public repository of structured organic reaction records. describe an organic reaction: reactants, conditions, products, and yield The reactants are Brc1coc(-c2cccnc2)c1, [Cu]I, O=C1NCC2(CN3CCC2CC3)O1. Product: O=C1OC2(CN3CCC2CC3)CN1c1coc(-c2cccnc2)c1. RXN SMILES: [Br:14][c:15]1[cH:16][o:17][c:18](-[c:20]2[cH:21][n:22][cH:23][cH:24][cH:25]2)[cH:19]1.[Cu:26][I:27].[O:1]1[C:2](=[O:13])[NH:3][CH2:4][C:5]12[CH2:6][N:7]1[CH2:8][CH2:9][CH:10]2[CH2:11][CH2:12]1>>[O:1]1[C:2](=[O:13])[N:3]([c:15]2[cH:16][o:17][c:18](-[c:20]3[cH:21][n:22][cH:23][cH:24][cH:25]3)[cH:19]2)[CH2:4][C:5]12[CH2:6][N:7]1[CH2:8][CH2:9][CH:10]2[CH2:11][CH2:12]1. Yield: 123.0%. Procedure: To a solution of 7-benzyl-1-(3-(tetrahydro-2H-pyran-2-yloxy)propyl)-8-(3-(trifluoromethoxy)phenoxy)-3-((2-(trimethylsilyl)ethoxy)methyl)-1H-purine-2,6(3H,7H)-dione (5.3 g, 7.68 mmol) in ethyl alcohol (20 mL) was added concentrated HCl (5 mL). The reaction was stirred at 80° C. overnight. The reaction was concentrated and the residue was neutralized with saturated sodium bicarbonate. This aqueous phase was extracted with ethyl acetate and the phases were separated. The organic phase was washed wi... The reactants are C(C1=CC=CC=C1)N1C(=NC=2N(C(N(C(C12)=O)CCCOC1OCCCC1)=O)COCC[Si](C)(C)C)OC1=CC(=CC=C1)OC(F)(F)F (7-benzyl-1-(3-(tetrahydro-2H-pyran-2-yloxy)propyl)-8-(3-(trifluoromethoxy)phenoxy)-3-((2-(trimethylsilyl)ethoxy)methyl)-1H-purine-2,6(3H,7H)-dione), Cl (HCl). Solvent: C(C)O (ethyl alcohol). Product: C(C1=CC=CC=C1)N1C(=NC=2NC(N(C(C12)=O)CCCO)=O)OC1=CC(=CC=C1)OC(F)(F)F (7-benzyl-1-(3-hydroxypropyl)-8-(3-(trifluoromethoxy)phenoxy)-1H-purine-2,6(3H,7H)-dione). Reaction SMILES: [CH2:1]([N:8]1[C:16]2[C:15](=[O:17])[N:14]([CH2:18][CH2:19][CH2:20][O:21]C3CCCCO3)[C:13](=[O:28])[N:12](COCC[Si](C)(C)C)[C:11]=2[N:10]=[C:9]1[O:37][C:38]1[CH:43]=[CH:42][CH:41]=[C:40]([O:44][C:45]([F:48])([F:47])[F:46])[CH:39]=1)[C:2]1[CH:7]=[CH:6][CH:5]=[CH:4][CH:3]=1.Cl>C(O)C>[CH2:1]([N:8]1[C:16]2[C:15](=[O:17])[N:14]([CH2:18][CH2:19][CH2:20][OH:21])[C:13](=[O:28])[NH:12][C:11]=2[N:10]=[C:9]1[O:37][C:38]1[CH:43]=[CH:42][CH:41]=[C:40]([O:44][C:45]([F:46])([F:48])[F:47])[CH:39]=1)[C:2]1[CH:7]=[CH:6][CH:5]=[CH:4][CH:3]=1. Conditions: temperature 80 celsius, time 8 hour. Product: ClC=1C=CC(=C(C1)C1=NC2=C(C(=N1)NC1=CC=NC=C1C(=O)N)CC(C2)(C)C)F (4-[2-(5-Chloro-2-fluoro-phenyl)-6,6-dimethyl-6,7-dihydro-5H-cyclopentapyrimidin-4-ylamino]-nicotinamide). Procedure: A suspension of 4-[2-(5-Chloro-2-fluoro-phenyl)-6,6-dimethyl-6,7-dihydro-5H-cyclopentapyrimidin-4-ylamino]-nicotinic acid (25 mg, 60.56 μmol) and carbonyl-diimidazole (20 mg, 121.11 μmol) in dry DMF (3 mL) was heated at 70° C. for 1 h and then cooled to r.t. A stream of NH3 gas was passed through the solution for 30 min., giving clean conversion to the amide product. Evaporation of the solution, followed by HPLC purification gave, after lyophilization, the pure amide of formula (62) as the TFA s... The reactants are ClC=1C=CC(=C(C1)C1=NC2=C(C(=N1)NC1=CC=NC=C1C(=O)O)CC(C2)(C)C)F (4-[2-(5-Chloro-2-fluoro-phenyl)-6,6-dimethyl-6,7-dihydro-5H-cyclopentapyrimidin-4-ylamino]-nicotinic acid), C(=O)(C=1NC=CN1)C=1NC=CN1 (carbonyl-diimidazole), N (NH3). Conditions: temperature 70 celsius. Reaction SMILES: [Cl:1][C:2]1[CH:3]=[CH:4][C:5]([F:29])=[C:6]([C:8]2[N:13]=[C:12]([NH:14][C:15]3[C:20]([C:21](O)=[O:22])=[CH:19][N:18]=[CH:17][CH:16]=3)[C:11]3[CH2:24][C:25]([CH3:28])([CH3:27])[CH2:26][C:10]=3[N:9]=2)[CH:7]=1.C(C1NC=CN=1)(C1[NH:33]C=CN=1)=O.N>CN(C=O)C>[Cl:1][C:2]1[CH:3]=[CH:4][C:5]([F:29])=[C:6]([C:8]2[N:13]=[C:12]([NH:14][C:15]3[C:20]([C:21]([NH2:33])=[O:22])=[CH:19][N:18]=[CH:17][CH:16]=3)[C:11]3[CH2:24][C:25]([CH3:27])([CH3:28])[CH2:26][C:10]=3[N:9]=2)[CH:7]=1. The solvent is CN(C)C=O (DMF). Starting materials: COC(=O)C1CCCN1C(=O)CN1CCCC1=O, CO, Cl, [Na+], [OH-]. Yields the product O=C(O)C1CCCN1C(=O)CN1CCCC1=O. RXN SMILES: [CH3:1][O:2][C:3]([CH:4]1[N:5]([C:9]([CH2:10][N:11]2[C:12](=[O:16])[CH2:13][CH2:14][CH2:15]2)=[O:17])[CH2:6][CH2:7][CH2:8]1)=[O:18].[CH3:22][OH:23].[ClH:21].[Na+:20].[OH-:19]>>[O:2]=[C:3]([CH:4]1[N:5]([C:9]([CH2:10][N:11]2[C:12](=[O:16])[CH2:13][CH2:14][CH2:15]2)=[O:17])[CH2:6][CH2:7][CH2:8]1)[OH:18].